From a dataset of the Open Reaction Database (ORD), a public repository of structured organic reaction records. describe an organic reaction: reactants, conditions, products, and yield Starting materials: O=C([O-])[O-], Cc1ccc(-c2ccccc2C(=O)Nc2ccc(C(=O)N3CCC(=S)Nc4ccccc43)cc2)cc1, CN(C)CCCCl, CC(C)=O, Cl, [I-], [K+], [K+], [Na+]. The product is Cc1ccc(-c2ccccc2C(=O)Nc2ccc(C(=O)N3CCC(SCCCN(C)C)=Nc4ccccc43)cc2)cc1. RXN SMILES: [C:45](=[O:46])([O-:47])[O-:48].[CH3:1][c:2]1[cH:3][cH:4][c:5](-[c:8]2[c:9]([C:10](=[O:11])[NH:12][c:13]3[cH:14][cH:15][c:16]([C:17](=[O:18])[N:19]4[CH2:20][CH2:21][C:22](=[S:30])[NH:23][c:24]5[c:25]4[cH:26][cH:27][cH:28][cH:29]5)[cH:31][cH:32]3)[cH:33][cH:34][cH:35][cH:36]2)[cH:6][cH:7]1.[CH3:38][N:39]([CH2:40][CH2:41][CH2:42][Cl:43])[CH3:44].[CH3:53][C:54](=[O:55])[CH3:56].[ClH:37].[I-:52].[K+:49].[K+:50].[Na+:51]>>[CH3:1][c:2]1[cH:3][cH:4][c:5](-[c:8]2[c:9]([C:10](=[O:11])[NH:12][c:13]3[cH:14][cH:15][c:16]([C:17](=[O:18])[N:19]4[CH2:20][CH2:21][C:22]([S:30][CH2:42][CH2:41][CH2:40][N:39]([CH3:38])[CH3:44])=[N:23][c:24]5[c:25]4[cH:26][cH:27][cH:28][cH:29]5)[cH:31][cH:32]3)[cH:33][cH:34][cH:35][cH:36]2)[cH:6][cH:7]1. RXN SMILES: [Cl:1][C:2]1[CH:7]=[CH:6][C:5]([C:8]2[N:16]([CH2:17][CH2:18][C:19]([OH:21])=O)[C:11]3=[N:12][CH:13]=[CH:14][CH:15]=[C:10]3[N:9]=2)=[CH:4][CH:3]=1.C(N1C=CN=C1)(N1C=CN=C1)=O.[CH2:34]([NH:37][CH2:38][CH2:39][CH3:40])[CH2:35][CH3:36]>O1CCCC1>[Cl:1][C:2]1[CH:7]=[CH:6][C:5]([C:8]2[N:16]([CH2:17][CH2:18][C:19]([N:37]([CH2:38][CH2:39][CH3:40])[CH2:34][CH2:35][CH3:36])=[O:21])[C:11]3=[N:12][CH:13]=[CH:14][CH:15]=[C:10]3[N:9]=2)=[CH:4][CH:3]=1. The product is ClC1=CC=C(C=C1)C1=NC=2C(=NC=CC2)N1CCC(=O)N(CCC)CCC (2-(4-Chlorophenyl)-N,N-dipropyl-3H-imidazo[4,5-b]pyridine-3-propanamide). Procedure: A suspension of 2-(4-chlorophenyl)-3H-imidazo[4,5-b]pyridine-3-propanoic acid (5.0 g, 0.0166 mole), 1,1'-carbonyldiimidazole (3.21 g, 0.0198 mole) and dry tetrahydrofuran (100 ml) was stirred at room temperature for 1 hour with nitrogen bubbling through it. The reaction mixture was then heated at reflux for 1 hour under nitrogen during which a solution formed. A solution of dipropylamine (5.04 g, 0.050 mole) in tetrahydrofuran (7 ml) was added and the reaction mixture was heated at 50° C. overni... Reaction conditions: time 1 hour. Isolated yield 75.8%. The solvent is O1CCCC1 (tetrahydrofuran), O1CCCC1 (tetrahydrofuran). The reactants are ClC1=CC=C(C=C1)C1=NC=2C(=NC=CC2)N1CCC(=O)O (2-(4-chlorophenyl)-3H-imidazo[4,5-b]pyridine-3-propanoic acid), C(=O)(N1C=NC=C1)N1C=NC=C1 (1,1'-carbonyldiimidazole), C(CC)NCCC (dipropylamine). The reactants are CCOC(=O)Cc1cc(OCCO[Si](C)(C)C(C)(C)C)c(F)cc1Br, CO, [Li+], [OH-], O. Product: CC(C)(C)[Si](C)(C)OCCOc1cc(CC(=O)O)c(Br)cc1F. RXN SMILES: [CH2:1]([CH3:2])[O:3][C:4]([CH2:5][c:6]1[c:7]([Br:24])[cH:8][c:9]([F:23])[c:10]([O:12][CH2:13][CH2:14][O:15][Si:16]([CH3:17])([CH3:18])[C:19]([CH3:20])([CH3:21])[CH3:22])[cH:11]1)=[O:25].[CH3:29][OH:30].[Li+:27].[OH-:26].[OH2:28]>>[O:3]=[C:4]([CH2:5][c:6]1[c:7]([Br:24])[cH:8][c:9]([F:23])[c:10]([O:12][CH2:13][CH2:14][O:15][Si:16]([CH3:17])([CH3:18])[C:19]([CH3:20])([CH3:21])[CH3:22])[cH:11]1)[OH:25]. Conditions: time 25 minute. Reaction SMILES: Br[C:2]1[CH:7]=[CH:6][C:5]([C:8]2[O:9][CH2:10][C:11]([CH3:14])([CH3:13])[N:12]=2)=[CH:4][CH:3]=1.[CH2:15]([Li])[CH2:16][CH2:17][CH3:18].[O:20]1[CH2:24][CH2:23][CH2:22][CH2:21]1>>[CH3:13][C:11]1([CH3:14])[CH2:10][O:9][C:8]([C:5]2[CH:6]=[CH:7][C:2]([CH:21]([OH:20])[CH2:22][CH2:23][CH2:24][CH2:18][CH2:17][CH2:16][CH2:15][CH2:15][CH2:16][CH2:17][CH2:18][CH2:6][CH2:7][CH2:2][CH2:3][CH2:4][CH3:5])=[CH:3][CH:4]=2)=[N:12]1. Yields the product CC1(N=C(OC1)C1=CC=C(C=C1)C(CCCCCCCCCCCCCCCCC)O)C (1-[4-(4,5-dihydro-4,4-dimethyl-2-oxazolyl) phenyl]-1-octadecanol). Procedure details: While under an argon atmosphere, a solution of the product of Example 3 (4 mmole) in tetrahydrofuran (100 ml) was cooled with stirring to ca.-75° C. n-Butyllithium (2 ml; 2.04 M in hexane) was added dropwise using a syringe over 15 min. After stirring for 2 hours a second solution of octadecyl aldehyde (4 mmole) in tetrahydrofuran (100 ml) precooled to -5° C. was canulated to the above solution over 25 min., maintaining the temperature below -60° C. The reaction was allowed to warm to room tempe... The reactants are C(CCC)[Li] (n-Butyllithium), BrC1=CC=C(C=C1)C=1OCC(N1)(C)C (2-(4-bromophenyl)-4,5-dihydro-4,4-dimethyloxazole), O1CCCC1 (tetrahydrofuran), octadecyl aldehyde, O1CCCC1 (tetrahydrofuran).